Task: describe an organic reaction: reactants, conditions, products, and yield. Dataset: the Open Reaction Database (ORD), a public repository of structured organic reaction records Run in O1CCOCC1 (1,4-dioxane). Starting materials: 5′-aldehyde, C(C)(=O)O (acetic acid), C=O (formaldehyde), [OH-].[Na+] (NaOH), C(C)(C)(C)[Si](OC1C(C(OC1C=O)N1C(NC(C=C1)=O)=O)OC(C)=O)(C1=CC=CC=C1)C1=CC=CC=C1 (Acetic Acid 4-(tert-butyl-diphenyl-silanyloxy)-2-(2,4-dioxo-3,4-dihydro-2H-pyrimidin-1-yl)-5-formyl-tetrahydro-furan-3-yl Ester). Yields the product C(C)(C)(C)[Si](OC1C(C(OC1(CO)CO)N1C(NC(C=C1)=O)=O)O)(C1=CC=CC=C1)C1=CC=CC=C1 (1-[4-(tert-butyl-diphenyl-silanyloxy)-3-hydroxy-5,5-bis-hydroxymethyl-tetrahydro-furan-2-yl]-1H-pyrimidine-2,4-dione). Reported procedure: Hydroxymethylation of the 5′-aldehyde is performed as per the method of Cannizzaro which is well documented in the literature (Jones, G. H., et. al., J. Org. Chem. 1979, 44, 1309-1317). These conditions are expected to additionally remove the 2′-O-acetyl group. Generally, Briefly, formaldehyde (2.0 eq., 37% aq.) and NaOH (1.2 eq., 2 M) is added to a solution of Compound 10 in 1,4-dioxane. After stirring at room temperature for several hours, this mixture is neutralized with acetic acid, evaporat... RXN SMILES: C=O.[OH-].[Na+].[C:5]([Si:9]([C:36]1[CH:41]=[CH:40][CH:39]=[CH:38][CH:37]=1)([C:30]1[CH:35]=[CH:34][CH:33]=[CH:32][CH:31]=1)[O:10][CH:11]1[CH:15]([CH:16]=[O:17])[O:14][CH:13]([N:18]2[CH:23]=[CH:22][C:21](=[O:24])[NH:20][C:19]2=[O:25])[CH:12]1[O:26]C(=O)C)([CH3:8])([CH3:7])[CH3:6].[C:42](O)(=[O:44])C>O1CCOCC1>[C:5]([Si:9]([C:36]1[CH:41]=[CH:40][CH:39]=[CH:38][CH:37]=1)([C:30]1[CH:35]=[CH:34][CH:33]=[CH:32][CH:31]=1)[O:10][CH:11]1[C:15]([CH2:42][OH:44])([CH2:16][OH:17])[O:14][CH:13]([N:18]2[CH:23]=[CH:22][C:21](=[O:24])[NH:20][C:19]2=[O:25])[CH:12]1[OH:26])([CH3:7])([CH3:6])[CH3:8] |f:1.2|. As a reaction SMILES: [NH2:1][C:2]1[C:7]([O:8][CH3:9])=[C:6]([O:10][CH3:11])[CH:5]=[CH:4][C:3]=1[C:12](=[O:14])[CH3:13].Br[CH2:16][CH2:17][C:18]([O:20][CH2:21][CH3:22])=[O:19].C([O-])(O)=O.[Na+]>C(N(CC)CC)C>[C:18]([CH2:17][CH2:16][NH:1][C:2]1[C:7]([O:8][CH3:9])=[C:6]([O:10][CH3:11])[CH:5]=[CH:4][C:3]=1[C:12](=[O:14])[CH3:13])([O:20][CH2:21][CH3:22])=[O:19] |f:2.3|. Conditions: temperature 135 celsius, time 5 hour. Reactants: NC1=C(C=CC(=C1OC)OC)C(C)=O (2'-amino-3',4'-dimethoxyacetophenone), BrCCC(=O)OCC (ethyl 3-bromopropionate), C(=O)(O)[O-].[Na+] (NaHCO3). Run in C(C)N(CC)CC (Triethylamine). Procedure: Triethylamine (19.4 g, 192 mM) was added to a mixture of 2'-amino-3',4'-dimethoxyacetophenone (25 g, 128 mM) and ethyl 3-bromopropionate (139 g, 770 mM), in a 250 mL flask (equipped with a large stirring bar, reflux condenser and nitrogen inlet). The pale solid which formed was stirred at 135° C. for 5 hours. The brown homogeneous oil which formed was then cooled to 10° C. and 200 mL of 2% NaHCO3 was added. The solution was then extracted with CHCl3 (3×100 mL), the organic layer washed with H2O ... Yields the product C(=O)(OCC)CCNC1=C(C=CC(=C1OC)OC)C(C)=O (2'-(N-2-Carbethoxyethylamino)-3',4'-dimethoxyacetophenone). Reactants: CO (methanol), FC1=C(C=CC(=C1)F)[C@@]12N=C(S[C@@H]([C@@H]1C[C@@H](OC2)CO)C)NC(C2=CC=CC=C2)=O (N-[(4R,4aR,6R,8aS)-8a-(2,4-Difluorophenyl)-6-(hydroxymethyl)-4-methyl-4,4a,5,6,8,8a-hexahydropyrano[3,4-d][1,3]thiazin-2-yl]benzamide), ICC (iodoethane), FC1=C(C=CC(=C1)F)[C@@]12N=C(S[C@@H]([C@@H]1C[C@@H](OC2)COC)C)NC(C2=CC=CC=C2)=O (N-[(4R,4aR,6R,8aS)-8a-(2,4-difluorophenyl)-6-(methoxymethyl)-4-methyl-4,4a,5,6,8,8a-hexahydropyrano[3,4-d][1,3]thiazin-2-yl]benzamide). Solvent: ClCCl (dichloromethane). The product is FC1=C(C=CC(=C1)F)[C@@]12N=C(S[C@@H]([C@@H]1C[C@@H](OC2)COCC)C)NC(C2=CC=CC=C2)=O (N-[(4R,4aR,6R,8aS)-8a-(2,4-difluorophenyl)-6-(ethoxymethyl)-4-methyl-4,4a,5,6,8,8a-hexahydropyrano[3,4-d][1,3]thiazin-2-yl]benzamide). As a reaction SMILES: [F:1][C:2]1[CH:7]=[C:6]([F:8])[CH:5]=[CH:4][C:3]=1[C@:9]12[CH2:18][O:17][C@@H:16]([CH2:19][OH:20])[CH2:15][C@H:14]1[C@@H:13]([CH3:21])[S:12][C:11]([NH:22][C:23](=[O:30])[C:24]1[CH:29]=[CH:28][CH:27]=[CH:26][CH:25]=1)=[N:10]2.I[CH2:32][CH3:33].FC1C=C(F)C=CC=1[C@]12CO[C@@H](COC)C[C@H]1[C@@H](C)SC(NC(=O)C1C=CC=CC=1)=N2.CO>ClCCl>[F:1][C:2]1[CH:7]=[C:6]([F:8])[CH:5]=[CH:4][C:3]=1[C@:9]12[CH2:18][O:17][C@@H:16]([CH2:19][O:20][CH2:32][CH3:33])[CH2:15][C@H:14]1[C@@H:13]([CH3:21])[S:12][C:11]([NH:22][C:23](=[O:30])[C:24]1[CH:25]=[CH:26][CH:27]=[CH:28][CH:29]=1)=[N:10]2. Reported procedure: N-[(4R,4aR,6R,8aS)-8a-(2,4-Difluorophenyl)-6-(hydroxymethyl)-4-methyl-4,4a,5,6,8,8a-hexahydropyrano[3,4-d][1,3]thiazin-2-yl]benzamide (P2) was reacted with iodoethane according to the method described for synthesis of N-[(4R,4aR,6R,8aS)-8a-(2,4-difluorophenyl)-6-(methoxymethyl)-4-methyl-4,4a,5,6,8,8a-hexahydropyrano[3,4-d][1,3]thiazin-2-yl]benzamide (C20) in Example 2. In this case, additional silica gel chromatography (Gradient: 0% to 5% methanol in dichloromethane) was carried out. The product... Reactants: BrC1=NC=CC=C1[N+](=O)[O-] (2-Bromo-3-nitropyridine), C(=C)[Mg]Br (vinylmagnesium bromide), 7-aryl(heteroaryl) and 7-anilino-6-azaindole-1-sulfonamide. Procedure: The route shown in Scheme 1 below exemplifies synthesis of certain 7-aryl(heteroaryl) and 7-anilino-6-azaindole-1-sulfonamide compounds of the present invention. 2-Bromo-3-nitropyridine (1) reacts with vinylmagnesium bromide in THF, at −40-50° C. to afford 7-Bromo-6-azaindole (2), which reacts with 4-methoxyphenylsulfonyl chloride to provide 7-bromo-1-(4-methoxyphenylsulfonyl)-1H-pyrrolo[2,3-c]pyridine (3). The sulfonamide (3), is then either treated with a substituted or unsubstituted phenylbor... Solvent: C1CCOC1 (THF). Reaction SMILES: [Br:1][C:2]1[C:7]([N+:8]([O-])=O)=[CH:6][CH:5]=[CH:4][N:3]=1.[CH:11]([Mg]Br)=[CH2:12]>C1COCC1>[Br:1][C:2]1[N:3]=[CH:4][CH:5]=[C:6]2[C:7]=1[NH:8][CH:12]=[CH:11]2. Yields the product BrC=1N=CC=C2C=CNC12 (7-Bromo-6-azaindole). Reactants: 95, C(C(=C)C)(=O)OCCCCCCCCCCCC (lauryl methacrylate), Solvent 1620, C(=C)N1C(CCC1)=O (N-vinyl-2-pyrrolidone), C(C1=CC=CC=C1)(=O)OOC(C1=CC=CC=C1)=O (benzoyl peroxide), C(C(=C)C)(=O)OCCCCCCCCCCCC (lauryl methacrylate), C(=C)N1C(CCC1)=O (N-vinyl-2-pyrrolidone), N(=NC(C#N)(C)C)C(C#N)(C)C (azobis-isobutyronitrile). Reaction conditions: temperature 30 celsius, time 10 minute. Yields the product C(C(=C)C)(=O)OCCCCCCCCCCCC.C(=C)N1C(CCC1)=O (lauryl methacrylate N-vinyl-2-pyrrolidone). Reaction SMILES: [C:1]([O:6][CH2:7][CH2:8][CH2:9][CH2:10][CH2:11][CH2:12][CH2:13][CH2:14][CH2:15][CH2:16][CH2:17][CH3:18])(=[O:5])[C:2]([CH3:4])=[CH2:3].C(OOC(=O)C1C=CC=CC=1)(=O)C1C=CC=CC=1.[CH:37]([N:39]1[CH2:43][CH2:42][CH2:41][C:40]1=[O:44])=[CH2:38].N(C(C)(C)C#N)=NC(C)(C)C#N>>[C:1]([O:6][CH2:7][CH2:8][CH2:9][CH2:10][CH2:11][CH2:12][CH2:13][CH2:14][CH2:15][CH2:16][CH2:17][CH3:18])(=[O:5])[C:2]([CH3:4])=[CH2:3].[CH:37]([N:39]1[CH2:43][CH2:42][CH2:41][C:40]1=[O:44])=[CH2:38] |f:4.5|. Reported procedure: A solution of 95 parts by weight of lauryl methacrylate in 200 parts by weight of IP Solvent 1620 (produced by Idemitsu Petrochemical Co., Ltd.) is prepared. Argon gas is blown into the solution for 10 minutes to displace the gas entrained in the entire reaction system with argon gas. Then, benzoyl peroxide is added as a polymerization initiator in an amount of 1 mol % based on the amount of the lauryl methacrylate to the reaction system and the reaction system is kept at a temperature of 80° C.... Starting materials: poly(phenylene sulfide), poly(phenylene sulfide), hydrated sodium sulfide, ClC=1C=C(C(C(=O)O)=CC1)C(=O)[O-].[Na+] (sodium hydrogen 4-chlorophthalate), CN1CCCC1=O (NMP), [OH-].[Na+] (sodium hydroxide). The reagents and catalysts are [Ti] (titanium). Solvent: O (water), O (water). Run at temperature 250 celsius. The product is C1(C=2C(C(=O)O1)=CC=CC2)=O (phthalic anhydride). RXN SMILES: CN1C(=O)CCC1.[OH-].[Na+].Cl[C:11]1[CH:12]=[C:13]([C:20]([O-:22])=[O:21])[C:14](=[CH:18][CH:19]=1)[C:15]([OH:17])=O.[Na+]>[Ti].O>[C:20]1(=[O:21])[O:22][C:15](=[O:17])[C:14]2=[CH:18][CH:19]=[CH:11][CH:12]=[C:13]12 |f:1.2,3.4|. Procedure details: A titanium-lined autoclave was charged with 108 g of a poly(phenylene sulfide) (melt viscosity: 2800 poises) produced by Kureha Chemical Industry Co., Ltd., 500 g of NMP, 7 g of sodium hydroxide, 8.43 g (0.05 mole as S content) of hydrated sodium sulfide and 8.8 g of water. After the autoclave being purged with nitrogen gas, the contents were gradually heated up to 250° C. to react them for 30 minutes, thereby depolymerizing the poly(phenylene sulfide). Thereafter, the contents were cooled to ro... Run at temperature 60 celsius. Isolated yield 37.7%. Starting materials: ClC1=CC=C(C=C1)C(OC)(OC)C1=CC=C(C=C1)Cl (di(4-chlorophenyl)dimethoxymethane), OC=1C=C(C=CC1O)CC(=O)OC (methyl (3,4-dihydroxyphenyl)acetate), C1(=CC=C(C=C1)S(=O)(=O)O)C (p-toluenesulphonic acid). Procedure: A mixture of di(4-chlorophenyl)dimethoxymethane (26 g) (see Preparation 13) and methyl (3,4-dihydroxyphenyl)acetate (16 g) (see Preparation 12) in toluene (200 ml) was heated under reflux in a Dean-Stark apparatus for one hour. The reaction was cooled to 60° C. and p-toluenesulphonic acid was added (50 mg). After heating under reflux for 16 hours the solution was cooled, washed with aqueous sodium bicarbonate (100 ml, dried (MgSO4) and evaporated to a brown gum. Flash chromatography (silica, elu... Reaction SMILES: [Cl:1][C:2]1[CH:7]=[CH:6][C:5]([C:8]([C:13]2[CH:18]=[CH:17][C:16]([Cl:19])=[CH:15][CH:14]=2)([O:11][CH3:12])[O:9][CH3:10])=[CH:4][CH:3]=1.O[C:21]1[CH:22]=[C:23]([CH2:28][C:29]([O:31][CH3:32])=[O:30])[CH:24]=CC=1O.C1(C)C=CC(S(O)(=O)=O)=CC=1>C1(C)C=CC=CC=1>[Cl:1][C:2]1[CH:3]=[CH:4][C:5]([C:8]2([C:13]3[CH:14]=[CH:15][C:16]([Cl:19])=[CH:17][CH:18]=3)[O:9][C:10]3[CH:21]=[CH:22][C:23]([CH2:28][C:29]([O:31][CH3:32])=[O:30])=[CH:24][C:12]=3[O:11]2)=[CH:6][CH:7]=1. Product: ClC1=CC=C(C=C1)C1(OC2=C(O1)C=CC(=C2)CC(=O)OC)C2=CC=C(C=C2)Cl (Methyl (2.2-di[4-chlorophenyl]-1,3-benzodioxolan-5-yl)acetate). Run in C1(=CC=CC=C1)C (toluene). Starting materials: C(C)OC(C1=CC(=C(C=C1)N)N)=O (3,4-Diamino-benzoic acid ethyl ester), S1C(=CC=C1)C(C(=O)O)=O ((thiophen-2-yl) oxo-acetic acid). Yields the product C(C)OC(=O)C=1C=C2N=C(C(NC2=CC1)=O)C=1SC=CC1 (2-Oxo-3-thiophen-2-yl-1,2-dihydro-quinoxaline-6-carboxylic acid ethyl ester). RXN SMILES: [CH2:1]([O:3][C:4](=[O:13])[C:5]1[CH:10]=[CH:9][C:8]([NH2:11])=[C:7]([NH2:12])[CH:6]=1)[CH3:2].[S:14]1[CH:18]=[CH:17][CH:16]=[C:15]1[C:19](=O)[C:20](O)=[O:21]>>[CH2:1]([O:3][C:4]([C:5]1[CH:6]=[C:7]2[C:8](=[CH:9][CH:10]=1)[NH:11][C:20](=[O:21])[C:19]([C:15]1[S:14][CH:18]=[CH:17][CH:16]=1)=[N:12]2)=[O:13])[CH3:2]. Procedure details: The quinoxalin-2-one of the present example is prepared with 3,4-Diamino-benzoic acid ethyl ester and (thiophen-2-yl) oxo-acetic acid via the method described in Example 12 to afford 2-Oxo-3-thiophen-2-yl-1,2-dihydro-quinoxaline-6-carboxylic acid ethyl ester.